Dataset: the Open Reaction Database (ORD), a public repository of structured organic reaction records. Task: describe an organic reaction: reactants, conditions, products, and yield The reactants are CSc1nccc(OCC(C)CN2CCN(c3cc(C4CCC4)nc(C(C)(C)C)n3)CC2)n1, O=C([O-])O, CC(=O)O, [Na+], OO. The product is CC(COc1ccnc(O)n1)CN1CCN(c2cc(C3CCC3)nc(C(C)(C)C)n2)CC1. As a reaction SMILES: [C:1]([CH3:2])([CH3:3])([CH3:4])[c:5]1[n:6][c:7]([N:15]2[CH2:16][CH2:17][N:18]([CH2:21][CH:22]([CH2:23][O:24][c:25]3[n:26][c:27]([S:31][CH3:32])[n:28][cH:29][cH:30]3)[CH3:33])[CH2:19][CH2:20]2)[cH:8][c:9]([CH:11]2[CH2:12][CH2:13][CH2:14]2)[n:10]1.[C:36]([O-:37])(=[O:38])[OH:39].[CH3:41][C:42](=[O:43])[OH:44].[Na+:40].[OH:34][OH:35]>>[C:1]([CH3:2])([CH3:3])([CH3:4])[c:5]1[n:6][c:7]([N:15]2[CH2:16][CH2:17][N:18]([CH2:21][CH:22]([CH2:23][O:24][c:25]3[n:26][c:27]([OH:37])[n:28][cH:29][cH:30]3)[CH3:33])[CH2:19][CH2:20]2)[cH:8][c:9]([CH:11]2[CH2:12][CH2:13][CH2:14]2)[n:10]1. Reactants: Br, Br, CC(=O)O, N#Cc1ccc2c(c1)CCC2=O, O. The product is N#Cc1ccc2c(c1)CC(Br)C2=O. As a reaction SMILES: [Br:13].[BrH:14].[CH3:15][C:16](=[O:17])[OH:18].[O:1]=[C:2]1[CH2:3][CH2:4][c:5]2[cH:6][c:7]([C:11]#[N:12])[cH:8][cH:9][c:10]21.[OH2:19]>>[O:1]=[C:2]1[CH:3]([Br:14])[CH2:4][c:5]2[cH:6][c:7]([C:11]#[N:12])[cH:8][cH:9][c:10]21. Reactants: FC=1C=C(OC2CN(C2)C2=C(C(=O)O)C=C(C=N2)C(F)(F)F)C=CC1 (2-(3-(3-fluorophenoxy)azetidin-1-yl)-5-(trifluoromethyl)nicotinic acid), Cl.NC1(CC1)C1=CC=C(C(=O)OC)C=C1 (methyl 4-(1-aminocyclopropyl)benzoate hydrochloride). Yields the product FC=1C=C(OC2CN(C2)C2=C(C(=O)NC3(CC3)C3=CC=C(C(=O)OC)C=C3)C=C(C=N2)C(F)(F)F)C=CC1 (methyl 4-(1-(2-(3-(3-fluorophenoxy)azetidin-1-yl)-5-(trifluoromethyl)nicotinamido)cyclopropyl)benzoate). Yield: 80.9%. As a reaction SMILES: [F:1][C:2]1[CH:3]=[C:4]([CH:23]=[CH:24][CH:25]=1)[O:5][CH:6]1[CH2:9][N:8]([C:10]2[N:18]=[CH:17][C:16]([C:19]([F:22])([F:21])[F:20])=[CH:15][C:11]=2[C:12](O)=[O:13])[CH2:7]1.Cl.[NH2:27][C:28]1([C:31]2[CH:40]=[CH:39][C:34]([C:35]([O:37][CH3:38])=[O:36])=[CH:33][CH:32]=2)[CH2:30][CH2:29]1>>[F:1][C:2]1[CH:3]=[C:4]([CH:23]=[CH:24][CH:25]=1)[O:5][CH:6]1[CH2:9][N:8]([C:10]2[N:18]=[CH:17][C:16]([C:19]([F:20])([F:21])[F:22])=[CH:15][C:11]=2[C:12]([NH:27][C:28]2([C:31]3[CH:40]=[CH:39][C:34]([C:35]([O:37][CH3:38])=[O:36])=[CH:33][CH:32]=3)[CH2:30][CH2:29]2)=[O:13])[CH2:7]1 |f:1.2|. Reported procedure: The title compound (D172) (60 mg) was prepared according to the experimental procedure described in Description 146 starting from 2-(3-(3-fluorophenoxy)azetidin-1-yl)-5-(trifluoromethyl)nicotinic acid (D121) (50 mg, 0.14 mmol) and methyl 4-(1-aminocyclopropyl)benzoate (D7) (31.95 mg, 0.14 mmol). Starting materials: CN(C)C(=O)Cl, CNCCn1c(=O)c(C(=O)NCc2ccc(F)cc2S(C)(=O)=O)c(O)c2ncccc21. Product: CN(C)C(=O)N(C)CCn1c(=O)c(C(=O)NCc2ccc(F)cc2S(C)(=O)=O)c(O)c2ncccc21. RXN SMILES: [CH3:32][N:33]([C:34](=[O:35])[Cl:36])[CH3:37].[F:1][c:2]1[cH:3][c:4]([S:28](=[O:29])(=[O:30])[CH3:31])[c:5]([CH2:6][NH:7][C:8](=[O:9])[c:10]2[c:11](=[O:25])[n:12]([CH2:21][CH2:22][NH:23][CH3:24])[c:13]3[cH:14][cH:15][cH:16][n:17][c:18]3[c:19]2[OH:20])[cH:26][cH:27]1>>[F:1][c:2]1[cH:3][c:4]([S:28](=[O:29])(=[O:30])[CH3:31])[c:5]([CH2:6][NH:7][C:8](=[O:9])[c:10]2[c:11](=[O:25])[n:12]([CH2:21][CH2:22][N:23]([CH3:24])[C:34]([N:33]([CH3:32])[CH3:37])=[O:35])[c:13]3[cH:14][cH:15][cH:16][n:17][c:18]3[c:19]2[OH:20])[cH:26][cH:27]1. The reactants are CC(C)(C)OC(=O)NC1(c2ccc3c(C(F)(F)F)c(O)ccc3c2)COC(C)(C)OC1, ClCCl, Cc1ccccc1, OC1CCC(C(F)(F)F)CC1, CC(C)OC(=O)N=NC(=O)OC(C)C, c1ccc(P(c2ccccc2)c2ccccc2)cc1. Product: CC(C)(C)OC(=O)NC1(c2ccc3c(C(F)(F)F)c(OC4CCC(C(F)(F)F)CC4)ccc3c2)COC(C)(C)OC1. Reaction SMILES: [C:1]([CH3:2])([CH3:3])([CH3:4])[O:5][C:6]([NH:7][C:8]1([c:16]2[cH:17][c:18]3[cH:19][cH:20][c:21]([OH:30])[c:22]([C:26]([F:27])([F:28])[F:29])[c:23]3[cH:24][cH:25]2)[CH2:9][O:10][C:11]([CH3:14])([CH3:15])[O:12][CH2:13]1)=[O:31].[CH2:83]([Cl:84])[Cl:85].[CH3:62][c:63]1[cH:64][cH:65][cH:66][cH:67][cH:68]1.[F:32][C:33]([CH:34]1[CH2:35][CH2:36][CH:37]([OH:40])[CH2:38][CH2:39]1)([F:41])[F:42].[O:69]=[C:70]([O:71][CH:72]([CH3:73])[CH3:74])[N:75]=[N:76][C:77]([O:78][CH:79]([CH3:80])[CH3:81])=[O:82].[c:43]1([P:44]([c:45]2[cH:46][cH:47][cH:48][cH:49][cH:50]2)[c:51]2[cH:52][cH:53][cH:54][cH:55][cH:56]2)[cH:57][cH:58][cH:59][cH:60][cH:61]1>>[C:1]([CH3:2])([CH3:3])([CH3:4])[O:5][C:6]([NH:7][C:8]1([c:16]2[cH:17][c:18]3[cH:19][cH:20][c:21]([O:30][CH:37]4[CH2:36][CH2:35][CH:34]([C:33]([F:32])([F:41])[F:42])[CH2:39][CH2:38]4)[c:22]([C:26]([F:27])([F:28])[F:29])[c:23]3[cH:24][cH:25]2)[CH2:9][O:10][C:11]([CH3:14])([CH3:15])[O:12][CH2:13]1)=[O:31]. The reactants are ClC=1C=C(C=CC1Cl)C1=NOC2(C1CCCC(C2)C(=O)OC)N2CCCC2 (methyl 3-(3,4-dichlorophenyl)-3a,5,6,7,8,8a-hexahydro-8a-pyrrolidino-4H-cyclohept[d]isoxazole-7-carboxylate). Solvent: O (water), S(O)(O)(=O)=O (sulfuric acid), C(C)(=O)O (acetic acid). Reaction conditions: temperature 120 celsius. Yields the product ClC=1C=C(C=CC1Cl)C1=NOC2=C1CCCC(C2)C(=O)O (3-(3,4-dichlorophenyl)-5,6,7,8-tetrahydro-4H-cyclohept[d]isoxazole-7-carboxylic acid). Yield: 17.9%. As a reaction SMILES: [Cl:1][C:2]1[CH:3]=[C:4]([C:9]2[CH:13]3[CH2:14][CH2:15][CH2:16][CH:17]([C:19]([O:21]C)=[O:20])[CH2:18][C:12]3(N3CCCC3)[O:11][N:10]=2)[CH:5]=[CH:6][C:7]=1[Cl:8]>O.S(=O)(=O)(O)O.C(O)(=O)C>[Cl:1][C:2]1[CH:3]=[C:4]([C:9]2[C:13]3[CH2:14][CH2:15][CH2:16][CH:17]([C:19]([OH:21])=[O:20])[CH2:18][C:12]=3[O:11][N:10]=2)[CH:5]=[CH:6][C:7]=1[Cl:8]. Reported procedure: 5 g (0.012 mol) of methyl 3-(3,4-dichlorophenyl)-3a,5,6,7,8,8a-hexahydro-8a-pyrrolidino-4H-cyclohept[d]isoxazole-7-carboxylate were dissolved in a mixture of 5 ml of water, 5 ml of concentrated sulfuric acid and 5 ml of glacial acetic acid and heated at 120° C. for 1.5 hours. The mixture was cooled, whereupon the crystals which formed were filtered off and washed firstly with glacial acetic acid and then with water. After drying in a vacuum and crystallization from methanol, there was obtained 0...